From a dataset of the Open Reaction Database (ORD), a public repository of structured organic reaction records. describe an organic reaction: reactants, conditions, products, and yield Starting materials: FC=1C=C(C=CC1)S(=O)(=O)C1=C(C=2C3=C(N(C2C=C1)C)CC1CCC3N1)C(=O)OC(C)(C)C (tert-butyl 2-(3-fluorophenyl)sulfonyl-5-methyl-5,6,7,8,9,10-hexahydro-7,10-epiminocyclohepta[b]indole-carboxylate), Cl (HCl). Run in O1CCOCC1 (dioxane). Reaction SMILES: [F:1][C:2]1[CH:3]=[C:4]([S:8]([C:11]2[CH:19]=[CH:18][C:17]3[N:16]([CH3:20])[C:15]4[CH2:21][CH:22]5[NH:26][CH:25]([C:14]=4[C:13]=3[C:12]=2C(OC(C)(C)C)=O)[CH2:24][CH2:23]5)(=[O:10])=[O:9])[CH:5]=[CH:6][CH:7]=1.[ClH:34]>O1CCOCC1>[ClH:34].[F:1][C:2]1[CH:3]=[C:4]([S:8]([C:11]2[CH:12]=[C:13]3[C:17](=[CH:18][CH:19]=2)[N:16]([CH3:20])[C:15]2[CH2:21][CH:22]4[NH:26][CH:25]([C:14]3=2)[CH2:24][CH2:23]4)(=[O:9])=[O:10])[CH:5]=[CH:6][CH:7]=1 |f:3.4|. The product is Cl.FC=1C=C(C=CC1)S(=O)(=O)C=1C=C2C3=C(N(C2=CC1)C)CC1CCC3N1 (2-(3-fluorophenyl)sulfonyl-5-methyl-5,6,7,8,9,10-hexahydro-7,10-epiminocyclohepta[b]indole hydrochloride). Reported procedure: The product of step A (105 mg, 0.22 mmol) was treated with a solution of 4 M HCl in dioxane (1.5 mL). After 1.5 h the mixture was concentrated in vacuo and the residue partitioned with saturated sodium bicarbonate solution and chloroform. The organic layer was dried over sodium sulfate, filtered and concentrated in vacuo. The residue was purified by flash column chromatography (SiO2, 90:9:1 chloroform/methanol/ammonium hydroxide) to give 2-(3-fluorophenyl)sulfonyl-5-methyl-5,6,7,8,9,10-hexahydro...